From a dataset of the Open Reaction Database (ORD), a public repository of structured organic reaction records. describe an organic reaction: reactants, conditions, products, and yield Starting materials: CC(C)(C)OC(=O)N1CCOCC1CNC(=O)OCc1ccccc1, ClCCl, O=C(O)C(F)(F)F. Yields the product O=C(NCC1COCCN1)OCc1ccccc1. As a reaction SMILES: [CH2:1]([c:2]1[cH:3][cH:4][cH:5][cH:6][cH:7]1)[O:8][C:9](=[O:10])[NH:11][CH2:12][CH:13]1[CH2:14][O:15][CH2:16][CH2:17][N:18]1[C:19]([O:20][C:21]([CH3:22])([CH3:23])[CH3:24])=[O:25].[Cl:33][CH2:34][Cl:35].[F:26][C:27]([F:28])([F:29])[C:30]([OH:31])=[O:32]>>[CH2:1]([c:2]1[cH:3][cH:4][cH:5][cH:6][cH:7]1)[O:8][C:9](=[O:10])[NH:11][CH2:12][CH:13]1[CH2:14][O:15][CH2:16][CH2:17][NH:18]1. Starting materials: C1COCCO1, Cc1ccccc1, ClCCl, CC(C)(C)OC(=O)N1CCN(C(=O)c2cccc(Cl)n2)C(COc2cccnc2)C1, [Na+], [Na+], O=C([O-])[O-], O, OB(O)c1ccccc1. Yields the product CC(C)(C)OC(=O)N1CCN(C(=O)c2cccc(-c3ccccc3)n2)C(COc2cccnc2)C1. Reaction SMILES: [CH2:56]1[O:57][CH2:58][CH2:59][O:60][CH2:61]1.[CH3:49][c:50]1[cH:51][cH:52][cH:53][cH:54][cH:55]1.[Cl:1][CH2:2][Cl:3].[Cl:4][c:5]1[cH:6][cH:7][cH:8][c:9]([C:11](=[O:12])[N:13]2[CH:14]([CH2:26][O:27][c:28]3[cH:29][n:30][cH:31][cH:32][cH:33]3)[CH2:15][N:16]([C:19](=[O:20])[O:21][C:22]([CH3:23])([CH3:24])[CH3:25])[CH2:17][CH2:18]2)[n:10]1.[Na+:43].[Na+:44].[O-:45][C:46](=[O:47])[O-:48].[OH2:62].[c:34]1([B:40]([OH:41])[OH:42])[cH:35][cH:36][cH:37][cH:38][cH:39]1>>[c:5]1(-[c:34]2[cH:35][cH:36][cH:37][cH:38][cH:39]2)[cH:6][cH:7][cH:8][c:9]([C:11](=[O:12])[N:13]2[CH:14]([CH2:26][O:27][c:28]3[cH:29][n:30][cH:31][cH:32][cH:33]3)[CH2:15][N:16]([C:19](=[O:20])[O:21][C:22]([CH3:23])([CH3:24])[CH3:25])[CH2:17][CH2:18]2)[n:10]1. The product is C(C)OC1=CC(=C(C(=O)C2=CC(=CC=C2)SC)C=C1C(C)C)N1C(=NN=C1C1=CC=CC=C1)CN1C(C=2C(C1=O)=CC=CC2)=O (4-ethoxy-5-isopropyl-3'-methylthio-2-[3-(phthalimidomethyl)-5-phenyl-4H-1,2,4-triazol-4-yl]benzophenone). Reported procedure: In the manner given in Example 3, a mixture of 4-ethoxy-5-isopropyl-3'-methylthio-2-[3-(hydroxymethyl)-5-phenyl-4H-1,2,4-triazol-4-yl]benzophenone, phthalimide and triphenylphosphine in tetrahydrofuran was treated with diethyl azodicarboxylate to give 4-ethoxy-5-isopropyl-3'-methylthio-2-[3-(phthalimidomethyl)-5-phenyl-4H-1,2,4-triazol-4-yl]benzophenone. Starting materials: N(=NC(=O)OCC)C(=O)OCC (diethyl azodicarboxylate), C(C)OC1=CC(=C(C(=O)C2=CC(=CC=C2)SC)C=C1C(C)C)N1C(=NN=C1C1=CC=CC=C1)CO (4-ethoxy-5-isopropyl-3'-methylthio-2-[3-(hydroxymethyl)-5-phenyl-4H-1,2,4-triazol-4-yl]benzophenone), C1(C=2C(C(N1)=O)=CC=CC2)=O (phthalimide), C1(=CC=CC=C1)P(C1=CC=CC=C1)C1=CC=CC=C1 (triphenylphosphine). RXN SMILES: [CH2:1]([O:3][C:4]1[C:19]([CH:20]([CH3:22])[CH3:21])=[CH:18][C:7]([C:8]([C:10]2[CH:15]=[CH:14][CH:13]=[C:12]([S:16][CH3:17])[CH:11]=2)=[O:9])=[C:6]([N:23]2[C:27]([C:28]3[CH:33]=[CH:32][CH:31]=[CH:30][CH:29]=3)=[N:26][N:25]=[C:24]2[CH2:34]O)[CH:5]=1)[CH3:2].[C:36]1(=[O:46])[NH:40][C:39](=[O:41])[C:38]2=[CH:42][CH:43]=[CH:44][CH:45]=[C:37]12.C1(P(C2C=CC=CC=2)C2C=CC=CC=2)C=CC=CC=1.N(C(OCC)=O)=NC(OCC)=O>O1CCCC1>[CH2:1]([O:3][C:4]1[C:19]([CH:20]([CH3:21])[CH3:22])=[CH:18][C:7]([C:8]([C:10]2[CH:15]=[CH:14][CH:13]=[C:12]([S:16][CH3:17])[CH:11]=2)=[O:9])=[C:6]([N:23]2[C:27]([C:28]3[CH:29]=[CH:30][CH:31]=[CH:32][CH:33]=3)=[N:26][N:25]=[C:24]2[CH2:34][N:40]2[C:36](=[O:46])[C:37]3=[CH:45][CH:44]=[CH:43][CH:42]=[C:38]3[C:39]2=[O:41])[CH:5]=1)[CH3:2]. Run in O1CCCC1 (tetrahydrofuran). Starting materials: CC(=O)O[BH-](OC(C)=O)OC(C)=O, CCOC(=O)C1(CN)CC1, CC(C)=O, CC(=O)[O-], ClCCl, [Na+], [Na+]. Yields the product CCOC(=O)C1(CNC(C)C)CC1. Reaction SMILES: [C:20]([O:21][BH-:22]([O:23][C:24](=[O:25])[CH3:26])[O:27][C:28](=[O:29])[CH3:30])(=[O:31])[CH3:32].[CH2:1]([CH3:2])[O:3][C:4](=[O:5])[C:6]1([CH2:9][NH2:10])[CH2:7][CH2:8]1.[CH3:11][C:12]([CH3:13])=[O:14].[CH3:16][C:17](=[O:18])[O-:19].[Cl:34][CH2:35][Cl:36].[Na+:15].[Na+:33]>>[CH2:1]([CH3:2])[O:3][C:4](=[O:5])[C:6]1([CH2:9][NH:10][CH:12]([CH3:11])[CH3:13])[CH2:7][CH2:8]1.